Dataset: the Open Reaction Database (ORD), a public repository of structured organic reaction records. Task: describe an organic reaction: reactants, conditions, products, and yield The reactants are ClC1=C(C(=CC(=C1)C(F)(F)F)Cl)N1C(=C(C(=C1Cl)C#N)SC(F)(F)F)CC(C#N)Cl (1-(2,6-dichloro-4-trifluoromethylphenyl)-2-(2-chloro-2-cyanoethyl)-3-trifluoromethylthio-4-cyano-5-chloropyrrole), N12CCCCCC2=NCCC1 (1,8-diazabicyclo[5.4.0]undec-7-ene). The solvent is CCOCC (ether), C1(=CC=CC=C1)C (toluene). Yields the product ClC1=C(C(=CC(=C1)C(F)(F)F)Cl)N1C(=C(C(=C1Cl)C#N)SC(F)(F)F)C=CC#N (1-(2,6-dichloro-4-trifluoromethylphenyl)-2-(2-cyanoethenyl)-3-trifluoromethylthio-4-cyano-5-chloropyrrole). Yield: 98.0%. RXN SMILES: [Cl:1][C:2]1[CH:7]=[C:6]([C:8]([F:11])([F:10])[F:9])[CH:5]=[C:4]([Cl:12])[C:3]=1[N:13]1[C:17]([Cl:18])=[C:16]([C:19]#[N:20])[C:15]([S:21][C:22]([F:25])([F:24])[F:23])=[C:14]1[CH2:26][CH:27](Cl)[C:28]#[N:29].N12CCCN=C1CCCCC2>C1(C)C=CC=CC=1.CCOCC>[Cl:1][C:2]1[CH:7]=[C:6]([C:8]([F:11])([F:10])[F:9])[CH:5]=[C:4]([Cl:12])[C:3]=1[N:13]1[C:17]([Cl:18])=[C:16]([C:19]#[N:20])[C:15]([S:21][C:22]([F:25])([F:24])[F:23])=[C:14]1[CH:26]=[CH:27][C:28]#[N:29]. Procedure: The 1-(2,6-dichloro-4-trifluoromethylphenyl)-2-(2-chloro-2-cyanoethyl)-3-trifluoromethylthio-4-cyano-5-chloropyrrole prepared above was dissolved in 125 mL of toluene and treated with 1.65 mL (1.68 g, 11.1 mmoles) of 1,8-diazabicyclo[5.4.0]undec-7-ene (DBU) at room temperature for 1 hour. The reaction mixture was then diluted with ether, washed with water, dried over anhydrous MgSO4 and concentrated to give 4.84 g (98%) of 1-(2,6-dichloro-4-trifluoromethylphenyl)-2-(2-cyanoethenyl)-3-trifluorome... Reactants: C1CCNC1, CC1CCC(=O)CC1. The product is CC1CC=C(N2CCCC2)CC1. As a reaction SMILES: [CH2:9]1[CH2:10][CH2:11][NH:12][CH2:13]1.[CH3:1][CH:2]1[CH2:3][CH2:4][C:5](=[O:8])[CH2:6][CH2:7]1>>[CH3:1][CH:2]1[CH2:3][CH:4]=[C:5]([N:12]2[CH2:11][CH2:10][CH2:9][CH2:13]2)[CH2:6][CH2:7]1. Reactants: CCI, CC(C)O, CCOC(=O)Cc1ccc(N)cc1, c1ccncc1. The product is CCNc1ccc(CC(=O)OCC)cc1. RXN SMILES: [CH2:14]([CH3:15])[I:16].[CH:23]([OH:24])([CH3:25])[CH3:26].[NH2:1][c:2]1[cH:3][cH:4][c:5]([CH2:8][C:9](=[O:10])[O:11][CH2:12][CH3:13])[cH:6][cH:7]1.[cH:17]1[cH:18][cH:19][n:20][cH:21][cH:22]1>>[NH:1]([c:2]1[cH:3][cH:4][c:5]([CH2:8][C:9](=[O:10])[O:11][CH2:12][CH3:13])[cH:6][cH:7]1)[CH2:14][CH3:15].